From a dataset of the Open Reaction Database (ORD), a public repository of structured organic reaction records. describe an organic reaction: reactants, conditions, products, and yield The reactants are [Cl-].ClC=1C=C(C[N+]=2C=CN3C2C=CC=C3)C=C(C1)Cl (1-(3,5-dichlorobenzyl)imidazo[1,2-a]pyridinium chloride), [Cl-].COC=1C=C(C[N+]=2C=CN3C2C=CC=C3)C=CC1 (1-(3-methoxybenzyl)imidazo[1,2-a]pyridinium chloride), [Cl-].CS(=O)(=O)C1=C(C[N+]=2C=CN3C2C=CC=C3)C=CC=C1 (1-(2-methylsulfonylbenzyl)imidazo[1,2-a]pyridinium chloride), 1-(3-furfuryl)imidazo[1,2-a]pyridinium bromide, [I-].C(#N)C=1C=C(C[N+]=2C=CN3C2C=CC=C3)C=CC1 (1-(3-cyanobenzyl)imidazo[1,2-a]pyridinium iodide), [Cl-].C1(=CC=CC=C1)C=1C=C(C[N+]=2C=CN3C2C=CC=C3)C=CC1 (1-(3-phenylbenzyl)imidazo[1,2-a]pyridinium chloride), [Br-].FC(C1=CC=C(C[N+]=2C=CN3C2C=CC=C3)C=C1)(F)F (1-(4-trifluoromethylbenzyl)imidazo[1,2-a]pyridinium bromide), [Cl-] (chloride), [Br-].FC=1C=C(C[N+]=2C=CN3C2C=CC=C3)C=CC1 (1-(3-fluorobenzyl)imidazo[1,2-a]pyridinium bromide), [Br-].ClC=1C=C(C[N+]=2C=CN3C2C=CC=C3)C=CC1Cl (1-(3,4-dichlorobenzyl)imidazo[1,2-a]pyridinium bromide), [Br-].COC1=C(C[N+]=2C=CN3C2C=CC=C3)C=CC=C1 (1-(2-methoxybenzyl)imidazo[1,2-a]pyridinium bromide), [Br-].BrC=1C=C(C[N+]=2C=CN3C2C=CC=C3)C=CC1 (1-(3-bromobenzyl)imidazo[1,2-a]pyridinium bromide). The product is [Cl-].ClC1=C(C[N+]=2C=CN3C2C=CC=C3)C=CC=C1Cl (1-(2,3-dichlorobenzyl)imidazo[1,2-a]pyridinium chloride). Reaction SMILES: [Cl-].[Cl:2][C:3]1[CH:4]=[C:5]([CH:16]=[C:17](Cl)[CH:18]=1)[CH2:6][N+:7]1[CH:8]=[CH:9][N:10]2[CH:15]=[CH:14][CH:13]=[CH:12][C:11]=12.[Br-].[Cl:21]C1C=C(C=CC=1Cl)C[N+]1C=CN2C=CC=CC=12.[Br-].COC1C=CC=CC=1C[N+]1C=CN2C=CC=CC=12.[Cl-].COC1C=C(C=CC=1)C[N+]1C=CN2C=CC=CC=12.[I-].C(C1C=C(C=CC=1)C[N+]1C=CN2C=CC=CC=12)#N.[Br-].BrC1C=C(C=CC=1)C[N+]1C=CN2C=CC=CC=12.[Br-].FC1C=C(C=CC=1)C[N+]1C=CN2C=CC=CC=12.[Cl-].C1(C2C=C(C=CC=2)C[N+]2C=CN3C=CC=CC=23)C=CC=CC=1.[Cl-].[Cl-].CS(C1C=CC=CC=1C[N+]1C=CN2C=CC=CC=12)(=O)=O.[Br-].FC(F)(F)C1C=CC(C[N+]2C=CN3C=CC=CC=23)=CC=1>>[Cl-:2].[Cl:21][C:4]1[C:3]([Cl:2])=[CH:18][CH:17]=[CH:16][C:5]=1[CH2:6][N+:7]1[CH:8]=[CH:9][N:10]2[CH:15]=[CH:14][CH:13]=[CH:12][C:11]=12 |f:0.1,2.3,4.5,6.7,8.9,10.11,12.13,14.15,17.18,19.20,21.22|. Reported procedure: 1-(3,5-dichlorobenzyl)imidazo[1,2-a]pyridinium chloride; 1-(3,4-dichlorobenzyl)imidazo[1,2-a]pyridinium bromide; 1-(2-methoxybenzyl)imidazo[1,2-a]pyridinium bromide; 1-(3-methoxybenzyl)imidazo[1,2-a]pyridinium chloride; 1-(3-cyanobenzyl)imidazo[1,2-a]pyridinium iodide; 1-(3-bromobenzyl)imidazo[1,2-a]pyridinium bromide; 1-(3-fluorobenzyl)imidazo[1,2-a]pyridinium bromide; 1-(3-phenylbenzyl)imidazo[1,2-a]pyridinium chloride; 1-(3-sulfamoylbenzyl)imidazo[1,2-apyridinium chloride; 1-(2-methylsulfonyl... Reaction SMILES: [NH2:1][C:2]1[C:3]([CH3:12])=[C:4]([CH:9]=[CH:10][CH:11]=1)[C:5]([O:7][CH3:8])=[O:6].[S-:13][C:14]#[N:15].[Na+].[Br-].[Na+].BrBr.C(=O)([O-])[O-].[Na+].[Na+]>CO>[NH2:1][C:2]1[C:3]([CH3:12])=[C:4]([C:9]([S:13][C:14]#[N:15])=[CH:10][CH:11]=1)[C:5]([O:7][CH3:8])=[O:6] |f:1.2,3.4,6.7.8|. Isolated yield 91.2%. Starting materials: NC=1C(=C(C(=O)OC)C=CC1)C (methyl 3-amino-2-methylbenzoate), ice water, [S-]C#N.[Na+] (sodium thiocyanate), [Br-].[Na+] (sodium bromide), BrBr (bromine), C([O-])([O-])=O.[Na+].[Na+] (sodium carbonate). Reported procedure: While maintaining a solution comprising 27.7 g of methyl 3-amino-2-methylbenzoate, 41.5 g of sodium thiocyanate and 250 ml of methanol at a temperature of not higher than 0° C., 100 ml of sodium bromide-saturated methanol with 28.1 g of bromine was slowly dropwise added thereto. The mixture was stirred at room temperature for 3 hours and then poured into 1 liter of ice water. The solution was neutralized with sodium carbonate and then extracted with chloroform. The extract was washed with a satu... Conditions: time 3 hour. Solvent: CO (methanol). Product: NC=1C(=C(C(=O)OC)C(=CC1)SC#N)C (Methyl 3-amino-2-methyl-6-thiocyanobenzoate). The reactants are CN(C)CCCOc1ccc(CC(=O)CC#N)cc1, CCO, Nc1cc[nH]n1, NN. The product is CN(C)CCCOc1ccc(Cc2cc(N)[nH]n2)cc1. Reaction SMILES: [CH3:1][N:2]([CH2:3][CH2:4][CH2:5][O:6][c:7]1[cH:8][cH:9][c:10]([CH2:13][C:14](=[O:15])[CH2:16][C:17]#[N:18])[cH:11][cH:12]1)[CH3:19].[CH3:28][CH2:29][OH:30].[NH2:20][c:21]1[n:22][nH:23][cH:24][cH:25]1.[NH2:26][NH2:27]>>[CH3:1][N:2]([CH2:3][CH2:4][CH2:5][O:6][c:7]1[cH:8][cH:9][c:10]([CH2:13][c:24]2[n:23][nH:22][c:21]([NH2:20])[cH:25]2)[cH:11][cH:12]1)[CH3:19]. Reactants: C1=CC=CC=2C3=CC=CC=C3NC12 (carbazole), BrC(C)CC (2-bromo-butane), [OH-].[K+] (potassium hydroxide), BrC(C)CC (2-bromo-butane), [OH-].[K+] (potassium hydroxide). Reagents/catalysts: S(=O)(=O)(O)[O-].C(CCC)[N+](CCCC)(CCCC)CCCC (tetrabutylammonium hydrogen sulfate). The solvent is CC(=O)C (acetone). Reaction conditions: time 10 hour. Product: C(C)(CC)N1C2=CC=CC=C2C=2C=CC=CC12 (N-sec.butyl-carbazole). Reaction SMILES: [CH:1]1[C:13]2[NH:12][C:11]3[C:6](=[CH:7][CH:8]=[CH:9][CH:10]=3)[C:5]=2[CH:4]=[CH:3][CH:2]=1.Br[CH:15]([CH2:17][CH3:18])[CH3:16].[OH-].[K+]>CC(C)=O.S([O-])(O)(=O)=O.C([N+](CCCC)(CCCC)CCCC)CCC>[CH:15]([N:12]1[C:11]2[CH:10]=[CH:9][CH:8]=[CH:7][C:6]=2[C:5]2[C:13]1=[CH:1][CH:2]=[CH:3][CH:4]=2)([CH2:17][CH3:18])[CH3:16] |f:2.3,5.6|. Procedure details: 25 g (0.15 mol) of carbazole and 33 g (0.24 mol) 2-bromo-butane were dissolved in 250 ml acetone. 14 g (40 mmol) tetrabutylammonium hydrogen sulfate was added, followed by the addition of 18.6 g (0.285 mol) potassium hydroxide (88%). The reaction mixture was refluxed for 10 hours. After 10 hours, an additional 4 g (30 mmol) 2-bromo-butane and 2 g (31 mmol) potassium hydroxide (88%) were added and the reaction was allowed to continue at reflux temperature for 16 hours. The precipitated salts were... The reactants are COc1cc(NS(=O)(=O)N2CCCCC2C(=O)NCCCN2CCCCC2)cc(OC)c1OC, NCCCc1cccnc1. Yields the product COc1cc(NS(=O)(=O)N2CCCCC2C(=O)NCCCc2cccnc2)cc(OC)c1OC. Reaction SMILES: [N:11]1([CH2:12][CH2:13][CH2:14][NH:15][C:21](=[O:22])[CH:23]2[N:24]([S:29]([NH:30][c:31]3[cH:32][c:33]([O:41][CH3:42])[c:34]([O:39][CH3:40])[c:35]([O:37][CH3:38])[cH:36]3)(=[O:43])=[O:44])[CH2:25][CH2:26][CH2:27][CH2:28]2)[CH2:16][CH2:17][CH2:18][CH2:19][CH2:20]1.[n:1]1[cH:2][c:3]([CH2:7][CH2:8][CH2:9][NH2:10])[cH:4][cH:5][cH:6]1>>[n:1]1[cH:2][c:3]([CH2:7][CH2:8][CH2:9][NH:10][C:21](=[O:22])[CH:23]2[N:24]([S:29]([NH:30][c:31]3[cH:32][c:33]([O:41][CH3:42])[c:34]([O:39][CH3:40])[c:35]([O:37][CH3:38])[cH:36]3)(=[O:43])=[O:44])[CH2:25][CH2:26][CH2:27][CH2:28]2)[cH:4][cH:5][cH:6]1. Starting materials: C1CCOC1, CCOC(C)=O, CCNC(=O)c1ccc(-n2nnc(C(=O)NC3CC3)c2CSc2ccccc2)cc1, O=C(OO)c1cccc(Cl)c1. Product: CCNC(=O)c1ccc(-n2nnc(C(=O)NC3CC3)c2CS(=O)c2ccccc2)cc1. RXN SMILES: [CH2:42]1[O:43][CH2:44][CH2:45][CH2:46]1.[CH3:47][CH2:48][O:49][C:50](=[O:51])[CH3:52].[CH:1]1([NH:4][C:5](=[O:6])[c:7]2[n:8][n:9][n:10](-[c:20]3[cH:21][cH:22][c:23]([C:26](=[O:27])[NH:28][CH2:29][CH3:30])[cH:24][cH:25]3)[c:11]2[CH2:12][S:13][c:14]2[cH:15][cH:16][cH:17][cH:18][cH:19]2)[CH2:2][CH2:3]1.[Cl:31][c:32]1[cH:33][cH:34][cH:35][c:36]([C:37]([O:38][OH:40])=[O:39])[cH:41]1>>[CH:1]1([NH:4][C:5](=[O:6])[c:7]2[n:8][n:9][n:10](-[c:20]3[cH:21][cH:22][c:23]([C:26](=[O:27])[NH:28][CH2:29][CH3:30])[cH:24][cH:25]3)[c:11]2[CH2:12][S:13]([c:14]2[cH:15][cH:16][cH:17][cH:18][cH:19]2)=[O:39])[CH2:2][CH2:3]1. Reactants: COC(=O)C=1N=C(C2=C(C=CC=C2C1O)OC1=CC=CC=C1)Br (1-bromo-4-hydroxy-8-phenoxy-isoquinoline-3-carboxylic acid methyl ester), [Cu]C#N (copper(I) cyanide), CN(C=O)C (dimethylformamide), C(Cl)(Cl)Cl.C(C)(C)O (chloroform isopropanol). Solvent: O (water). Run at time 10 minute. Yields the product COC(=O)C=1N=C(C2=C(C=CC=C2C1O)OC1=CC=CC=C1)C#N (1-Cyano-4-hydroxy-8-phenoxy-isoquinoline-3-carboxylic acid methyl ester). The yield is 54.3%. As a reaction SMILES: [CH3:1][O:2][C:3]([C:5]1[N:6]=[C:7](Br)[C:8]2[C:13]([C:14]=1[OH:15])=[CH:12][CH:11]=[CH:10][C:9]=2[O:16][C:17]1[CH:22]=[CH:21][CH:20]=[CH:19][CH:18]=1)=[O:4].[Cu][C:25]#[N:26].CN(C)C=O.C(Cl)(Cl)Cl.C(O)(C)C>O>[CH3:1][O:2][C:3]([C:5]1[N:6]=[C:7]([C:25]#[N:26])[C:8]2[C:13]([C:14]=1[OH:15])=[CH:12][CH:11]=[CH:10][C:9]=2[O:16][C:17]1[CH:22]=[CH:21][CH:20]=[CH:19][CH:18]=1)=[O:4] |f:3.4|. Reported procedure: A mixture of 1-bromo-4-hydroxy-8-phenoxy-isoquinoline-3-carboxylic acid methyl ester (1.22 g, 3.3 mmol), copper(I) cyanide (585 mg, 6.6 mmol), and anhydrous dimethylformamide (16 mL) was refluxed for ten minutes before it was cooled to room temperature and diluted with water. To the resulting slurry was added a chloroform/isopropanol mixture (3:1, 150 mL). After stirring for 10 minutes the solid components were separated by filtration and discarded. The organic layer of the filtrate was washed w... The reactants are C(C)OCCN(CC)C1=CC=C(C=C1)C=1C=CC2=C(C=C(CCN2C=O)C(=O)OC)C1 (methyl 7-[4-[N-(2-ethoxyethyl)-N-ethylamino]phenyl]-1-formyl-2,3-dihydro-1H-1-benzazepine-4-carboxylate), [OH-].[Na+] (sodium hydroxide). Run in CO (methanol), C1CCOC1 (THF). Conditions: time 8 hour. The product is C(C)OCCN(CC)C1=CC=C(C=C1)C=1C=CC2=C(C=C(CCN2C=O)C(=O)O)C1 (7-[4-[N-(2-ethoxyethyl)-N-ethylamino]phenyl]-1-formyl-2,3-dihydro-1H-1-benzazepine-4-carboxylic acid). The yield is 89.9%. As a reaction SMILES: [CH2:1]([O:3][CH2:4][CH2:5][N:6]([C:9]1[CH:14]=[CH:13][C:12]([C:15]2[CH:16]=[CH:17][C:18]3[N:24]([CH:25]=[O:26])[CH2:23][CH2:22][C:21]([C:27]([O:29]C)=[O:28])=[CH:20][C:19]=3[CH:31]=2)=[CH:11][CH:10]=1)[CH2:7][CH3:8])[CH3:2].[OH-].[Na+]>CO.C1COCC1>[CH2:1]([O:3][CH2:4][CH2:5][N:6]([C:9]1[CH:14]=[CH:13][C:12]([C:15]2[CH:16]=[CH:17][C:18]3[N:24]([CH:25]=[O:26])[CH2:23][CH2:22][C:21]([C:27]([OH:29])=[O:28])=[CH:20][C:19]=3[CH:31]=2)=[CH:11][CH:10]=1)[CH2:7][CH3:8])[CH3:2] |f:1.2|. Procedure details: In methanol (25 ml) and THF (25 ml) was dissolved methyl 7-[4-[N-(2-ethoxyethyl)-N-ethylamino]phenyl]-1-formyl-2,3-dihydro-1H-1-benzazepine-4-carboxylate (0.23 g). To the solution was added 1N sodium hydroxide solution (5.5 ml), and the mixture was stirred at room temperature overnight and concentrated. To the residue was added water, and the mixture was neutralized with 1N hydrochloric acid and extracted with ethyl acetate. The organic layer was washed with water and saturated brine and dried w... The reactants are CCCCCCC, CCO, O=[N+]([O-])c1cccc(Cl)c1O, Cl, [Fe]. Yields the product Nc1cccc(Cl)c1O. RXN SMILES: [CH3:13][CH2:14][CH2:15][CH2:16][CH2:17][CH2:18][CH3:19].[CH3:20][CH2:21][OH:22].[Cl:1][c:2]1[c:3]([OH:11])[c:4]([N+:8]([O-:9])=[O:10])[cH:5][cH:6][cH:7]1.[ClH:12].[Fe:23]>>[Cl:1][c:2]1[c:3]([OH:11])[c:4]([NH2:8])[cH:5][cH:6][cH:7]1. Reactants: C(C)S(=O)(=O)Cl (EtSO2Cl), FC1=C(C=C(N)C=C1)[N+](=O)[O-] (4-fluoro-3-nitroaniline), N1=CC=CC=C1 (pyridine). Run in CCOC(=O)C (EtOAc). Conditions: time 8 hour. The product is FC1=C(C=C(C=C1)NS(=O)(=O)CC)[N+](=O)[O-] (N-(4-Fluoro-3-nitrophenyl)ethanesulfonamide). Isolated yield 98.2%. As a reaction SMILES: [CH2:1]([S:3](Cl)(=[O:5])=[O:4])[CH3:2].[F:7][C:8]1[CH:14]=[CH:13][C:11]([NH2:12])=[CH:10][C:9]=1[N+:15]([O-:17])=[O:16].N1C=CC=CC=1>CCOC(C)=O>[F:7][C:8]1[CH:14]=[CH:13][C:11]([NH:12][S:3]([CH2:1][CH3:2])(=[O:5])=[O:4])=[CH:10][C:9]=1[N+:15]([O-:17])=[O:16]. Procedure: EtSO2Cl (21.5 mL, 0.22 mol) was added drop wise to a mixture of 4-fluoro-3-nitroaniline (29.6 g, 0.19 mol) and pyridine (100 mL) at 0° C. The reaction mixture was allowed to warm to room temperature and stirred overnight. The reaction mixture was diluted with EtOAc (1 L). The resulting solution was washed with HCl 2N (4×200 mL), NaHCO3 saturated solution (4×200 mL) and water (4×200 mL). The organic phase was dried over anhydrous Na2SO4 and the solvent was removed to provide the title product as ...